The task is: describe an organic reaction: reactants, conditions, products, and yield. This data is from the Open Reaction Database (ORD), a public repository of structured organic reaction records. Reactants: fused zinc chloride, C(CC)(=O)Cl (propionyl chloride), C(Cl)Cl (methylene chloride), C(C(C)C)=O (isobutyraldehyde). Run at temperature 10 celsius, time 1 hour. The product is C(CC)(=O)OC(C(C)C)Cl (1-Chloro-2-methylpropyl propanoate). RXN SMILES: [C:1]([Cl:5])(=[O:4])[CH2:2][CH3:3].[CH:6](=[O:10])[CH:7](C)[CH3:8].[CH2:11](Cl)Cl>>[C:6]([O:4][CH:1]([Cl:5])[CH:2]([CH3:11])[CH3:3])(=[O:10])[CH2:7][CH3:8]. Procedure: To freshly fused zinc chloride (41 mg) in methylene chloride (10 ml) was added propionyl chloride (5.0 g, 54.0mmol). The reaction was cooled to 10° C. and isobutyraldehyde (3.89 g, 54.0 mmol) was added dropwise maintaining the temperature at 25° C. Once the addition was complete, the reaction Was Stirred for one hour at room temperature. The reaction mixture was washed with 20% NaOAc and the organic phase was concentrated in vacuo to provide the title A compound. Reactants: ClC=1C=C(C=CC1)O (m-Chlorophenol), ClC1=NC=NC2=CC(=C(C=C12)OC)OC (4-Chloro-6,7-dimethoxyquinazoline), CCOC(=O)C (EtOAc). Run in C1CCOC1 (THF), C1CCOC1 (THF). Yields the product COC=1C=C2C=NC=NC2=CC1OC (6,7-dimethoxyquinazoline). RXN SMILES: ClC1C=C(O)C=CC=1.Cl[C:10]1[C:19]2[C:14](=[CH:15][C:16]([O:22][CH3:23])=[C:17]([O:20][CH3:21])[CH:18]=2)[N:13]=[CH:12][N:11]=1.CCOC(C)=O>C1COCC1>[CH3:21][O:20][C:17]1[CH:18]=[C:19]2[C:14](=[CH:15][C:16]=1[O:22][CH3:23])[N:13]=[CH:12][N:11]=[CH:10]2. Procedure details: THF (5 ml) and Nail (60% disp in oil, approx. 28 mg) is added to a dry flask maintained under inert atmosphere at room temperature. m-Chlorophenol (0.09 g) is added as a soln. in THF (1 mL) and stirring is continued until the solution became clear. 4-Chloro-6,7-dimethoxyquinazoline is added all at once (as the solid) and stirring was maintained overnight at RT. The solution is partitioned between CH2CL2 and 5% NaOH. The organic layer is washed with brine, dried (Na2SO4) and concentrated. Flash c... Reactants: CC(C)CNCC(C)C, CCN(C(C)C)C(C)C, [Cl-], ClCCl, CC(C)(C(=O)O)c1ccc([N+](=O)[O-])c(Cl)c1, O=S(Cl)Cl. Yields the product CC(C)CN(CC(C)C)C(=O)C(C)(C)c1ccc([N+](=O)[O-])c(Cl)c1. As a reaction SMILES: [CH2:30]([CH:31]([CH3:32])[CH3:33])[NH:34][CH2:35][CH:36]([CH3:37])[CH3:38].[CH:21]([N:22]([CH:23]([CH3:24])[CH3:25])[CH2:26][CH3:27])([CH3:28])[CH3:29].[Cl-:39].[Cl:40][CH2:41][Cl:42].[Cl:5][c:6]1[cH:7][c:8]([C:15]([C:16](=[O:17])[OH:18])([CH3:19])[CH3:20])[cH:9][cH:10][c:11]1[N+:12](=[O:13])[O-:14].[S:1]([Cl:2])([Cl:3])=[O:4]>>[Cl:5][c:6]1[cH:7][c:8]([C:15]([C:16](=[O:18])[N:34]([CH2:30][CH:31]([CH3:32])[CH3:33])[CH2:35][CH:36]([CH3:37])[CH3:38])([CH3:19])[CH3:20])[cH:9][cH:10][c:11]1[N+:12](=[O:13])[O-:14]. Reactants: [Cu], O=C([O-])C(F)(F)F, [I-], COC(=O)c1ccc(OC)c(I)c1, [K+], [Na+], O=C([O-])O, CN(C)C=O. The product is COC(=O)c1ccc(OC)c(C(F)(F)F)c1. RXN SMILES: [Cu:33].[F:14][C:15]([C:16]([O-:17])=[O:18])([F:19])[F:20].[I-:22].[I:1][c:2]1[cH:3][c:4]([C:5](=[O:6])[O:7][CH3:8])[cH:9][cH:10][c:11]1[O:12][CH3:13].[K+:21].[Na+:27].[O-:23][C:24]([OH:25])=[O:26].[O:28]=[CH:29][N:30]([CH3:31])[CH3:32]>>[c:2]1([C:15]([F:14])([F:19])[F:20])[cH:3][c:4]([C:5](=[O:6])[O:7][CH3:8])[cH:9][cH:10][c:11]1[O:12][CH3:13].